The task is: describe an organic reaction: reactants, conditions, products, and yield. This data is from the Open Reaction Database (ORD), a public repository of structured organic reaction records. The reactants are [Mg] (magnesium), BrC=1C=C(C(=C(C1)C(OCC)OCC)OC)C(C)C (5-bromo-1-diethoxymethyl-3-isopropyl-2-methoxybenzene), C[Mg]Br.O1CCCC1 (methylmagnesium bromide tetrahydrofuran), O1CCCC1 (tetrahydrofuran), Cl (hydrochloric acid). Conditions: time 2 hour. Product: C(=O)C=1C=C(C(=O)O)C=C(C1OC)C(C)C (3-formyl-5-isopropyl-4-methoxybenzoic acid). Reaction SMILES: [Mg].Br[C:3]1[CH:4]=[C:5]([CH:18]([CH3:20])[CH3:19])[C:6]([O:16][CH3:17])=[C:7]([CH:9]([O:13]CC)OCC)[CH:8]=1.C[Mg]Br.[O:24]1[CH2:28]CCC1.Cl.[O:30]1CCCC1>>[CH:9]([C:7]1[CH:8]=[C:3]([CH:4]=[C:5]([CH:18]([CH3:19])[CH3:20])[C:6]=1[O:16][CH3:17])[C:28]([OH:24])=[O:30])=[O:13] |f:2.3|. Procedure details: To magnesium (2.43 g), tetrahydrofuran (100 mL), 5-bromo-1-diethoxymethyl-3-isopropyl-2-methoxybenzene (31.55 g) and a 0.97M methylmagnesium bromide-tetrahydrofuran solution (15 mL) were added, and then the mixture was stirred at room temperature for 2 hours. The reaction solution was cooled to 0° C. and stirred under a carbon dioxide atmosphere for 30 minutes, and then 2N hydrochloric acid (100 mL) was added and the reaction mixture was stirred at room temperature for 16 hours. The organic solv... Yields the product [Br-].C(CCC)[PH+](CCCC)CCCC (tri-(n-butyl)phosphonium bromide). Reported procedure: Alternatively, 3-cyano-2-(4-nitrophenylthio)-5-bromomethylpyridine is allowed to react in tetrahydrofuran with tri-(n-butyl)phosphine for ten hours. Following the addition of ether, the solid which forms is collected by filtration and washed with 1:1 tetrahydrofuran:ether to yield 8 3-cyano-2-(4-nitrophenylthio)pyridin-5-ylmethyl]-tri-(n-butyl)phosphonium bromide as a white solid; mp 175°-176° C.; NMR (CDCl3, 80 MHz) d 0.85-2.63(m, 27H), 4.76(d, 2H, J=15.4 Hz), 7.74(d, 2H, J=9.0 Hz), 8.26(d, 2H,... As a reaction SMILES: C(C1C(SC2C=CC([N+]([O-])=O)=CC=2)=NC=C(C[Br:10])C=1)#N.[CH2:21]([P:25]([CH2:30][CH2:31][CH2:32][CH3:33])[CH2:26][CH2:27][CH2:28][CH3:29])[CH2:22][CH2:23][CH3:24].CCOCC>O1CCCC1>[Br-:10].[CH2:30]([PH+:25]([CH2:21][CH2:22][CH2:23][CH3:24])[CH2:26][CH2:27][CH2:28][CH3:29])[CH2:31][CH2:32][CH3:33] |f:4.5|. Solvent: O1CCCC1 (tetrahydrofuran). Reactants: C(#N)C=1C(=NC=C(C1)CBr)SC1=CC=C(C=C1)[N+](=O)[O-] (3-cyano-2-(4-nitrophenylthio)-5-bromomethylpyridine), C(CCC)P(CCCC)CCCC (tri-(n-butyl)phosphine), CCOCC (ether). The reactants are C(C)C1CC([C@]2(C)[C@@H]1[C@@H]1CCC3=CC(CC[C@]3(CO)[C@H]1CC2)=O)=O (15-alpha-ethyl-19-hydroxy-4-androstene-3,17-dione), 28.6, O (water), C(CCC)[Li] (butyllithium). Reaction SMILES: [CH2:1]([CH:3]1[C@H:8]2[C@H:9]3[C@H:20]([CH2:21][CH2:22][C@:6]2([CH3:7])[C:5](=[O:24])[CH2:4]1)[C@:17]1([CH2:18][OH:19])[C:12](=[CH:13][C:14](=O)[CH2:15][CH2:16]1)[CH2:11][CH2:10]3)[CH3:2].[CH2:25]([Li])CCC.O>O1CCCC1.[Br-].C[P+](C1C=CC=CC=1)(C1C=CC=CC=1)C1C=CC=CC=1>[CH2:1]([CH:3]1[C@H:8]2[C@H:9]3[C@H:20]([CH2:21][CH2:22][C@:6]2([CH3:7])[C:5](=[O:24])[CH2:4]1)[C@:17]1([CH2:18][OH:19])[C:12](=[CH:13][C:14](=[CH2:25])[CH2:15][CH2:16]1)[CH2:11][CH2:10]3)[CH3:2] |f:4.5|. Yields the product C(C)C1CC([C@]2(C)[C@@H]1[C@@H]1CCC3=CC(CC[C@]3(CO)[C@H]1CC2)=C)=O (15-alpha-ethyl-3-methylene-19-hydroxy-4-androsten-17-one). Reagents/catalysts: [Br-].C[P+](C1=CC=CC=C1)(C1=CC=CC=C1)C1=CC=CC=C1 (methyl triphenylphosphonium bromide). Reported procedure: 2.7 g of 15-alpha-ethyl-19-hydroxy-4-androstene-3,17-dione in 25 ml of tetrahydrofuran is instilled in a suspension of 28.6 of methyl triphenylphosphonium bromide in 200 ml of tetrahydrofuran, which was stirred with 200 ml of butyllithium solution (1.6 m in ether) for 1.5 hours at 20° C., and stirred for one hour at 20° C. Then it is mixed with water, extracted three times with ethyl acetate, washed neutral, dried on sodium sulfate and is freed from the solvent in a vacuum. After chromatographic... The solvent is O1CCCC1 (tetrahydrofuran), O1CCCC1 (tetrahydrofuran). Reaction conditions: temperature 20 celsius, time 1 hour. Reactants: Example 1 ( b ), C(C1=CC=CC=C1)N (benzylamine), C(C1=CC=CC=C1)OC(=O)N[C@@H](C)C(=O)N[C@@H](C)P(O)(O)=O ((1R)-1-[(N-benzyloxycarbonyl-L-alanyl)amino]-ethylphosphonic acid). Run in CO (methanol). The product is N[C@@H](C)C(=O)N[C@@H](CC1=CC=CC=C1)P(O)(O)=O ((1R)-1-(L-alanylamino)-2-phenylethylphosphonic acid). Reaction SMILES: [CH2:1](N)[C:2]1[CH:7]=[CH:6][CH:5]=[CH:4][CH:3]=1.C(OC([NH:19][C@H:20]([C:22]([NH:24][C@H:25]([P:27](=[O:30])([OH:29])[OH:28])C)=[O:23])[CH3:21])=O)C1C=CC=CC=1>CO>[NH2:19][C@H:20]([C:22]([NH:24][C@H:25]([P:27](=[O:28])([OH:30])[OH:29])[CH2:1][C:2]1[CH:7]=[CH:6][CH:5]=[CH:4][CH:3]=1)=[O:23])[CH3:21]. Reported procedure: In a manner analogous to that given in Example 1 (b) but with ion-exchange in methanol, from the benzylamine salt of (1R)-1-[(N-benzyloxycarbonyl-L-alanyl)amino]-ethylphosphonic acid there was obtained (1R)-1-(L-alanylamino)-2-phenylethylphosphonic acid of melting point 250°-260° C (decomposition); [α]D20 = -40.3° (c = 0.21% in water). Reactants: D4, ClC=1C=C(C=O)C=CC1F (3-chloro-4-fluorobenzaldehyde), FC=1C=C(C=CC1F)O (3,4-difluorophenol). Yields the product ClC=1C=C(C=O)C=CC1OC1=CC(=C(C=C1)F)F (3-chloro-4-(3,4-difluorophenoxy)benzaldehyde). As a reaction SMILES: [Cl:1][C:2]1[CH:3]=[C:4]([CH:7]=[CH:8][C:9]=1F)[CH:5]=[O:6].[F:11][C:12]1[CH:13]=[C:14]([OH:19])[CH:15]=[CH:16][C:17]=1[F:18]>>[Cl:1][C:2]1[CH:3]=[C:4]([CH:7]=[CH:8][C:9]=1[O:19][C:14]1[CH:15]=[CH:16][C:17]([F:18])=[C:12]([F:11])[CH:13]=1)[CH:5]=[O:6]. Procedure: The title compound was prepared by a procedure similar to that described for D4 starting from 3-chloro-4-fluorobenzaldehyde and 3,4-difluorophenol. Starting materials: C(C)(C)(C)OC(=O)[C@@]12CN(C([C@]2(CCC1)Cl)=O)[C@H](C)C1=CC=CC=C1 (tert-butyl (1S,5R)-5-chloro-4-oxo-3-[(1R)-1-phenylethyl]-3-azabicyclo[3.3.0]octan-1-ylcarboxylic acid), FC(C(=O)O)(F)F (trifluoroacetic acid). The solvent is ClCCl (dichloromethane). Run at time 14.5 hour. Product: Cl[C@]12C(N(C[C@@]2(CCC1)C(=O)O)[C@H](C)C1=CC=CC=C1)=O ((1S,5R)-5-Chloro-4-oxo-3-[(1R)-1-phenylethyl]-3-azabicyclo[3.3.0]octan-1-ylcarboxylic acid). The yield is 87.3%. Reaction SMILES: C([O:5][C:6]([C@@:8]12[CH2:15][CH2:14][CH2:13][C@:12]1([Cl:16])[C:11](=[O:17])[N:10]([C@@H:18]([C:20]1[CH:25]=[CH:24][CH:23]=[CH:22][CH:21]=1)[CH3:19])[CH2:9]2)=[O:7])(C)(C)C.FC(F)(F)C(O)=O>ClCCl>[Cl:16][C@:12]12[CH2:13][CH2:14][CH2:15][C@@:8]1([C:6]([OH:7])=[O:5])[CH2:9][N:10]([C@@H:18]([C:20]1[CH:21]=[CH:22][CH:23]=[CH:24][CH:25]=1)[CH3:19])[C:11]2=[O:17]. Reported procedure: A mixture of tert-butyl (1S,5R)-5-chloro-4-oxo-3-[(1R)-1-phenylethyl]-3-azabicyclo[3.3.0]octan-1-ylcarboxylic acid (332 mg, 0.912 mmol) and trifluoroacetic acid (2 mL) in dichloromethane (4 mL) was stirred for 14.5 hours at room temperature. The solvent was distilled off under reduced pressure. To the residue was added diethyl ether (3 mL), and then the precipitate was collected by filtration to afford 245 mg of the title compound as a colorless solid. The reactants are CC(=O)OCC(=O)N(c1ccc(Cl)cc1)C1CC(C)Nc2ccccc21, ClCCl, CCN(C(C)C)C(C)C, COC(=O)C(C)(C)CCCc1ccc(C(=O)Cl)cc1. The product is COC(=O)C(C)(C)CCCc1ccc(C(=O)N2c3ccccc3C(N(C(=O)COC(C)=O)c3ccc(Cl)cc3)CC2C)cc1. As a reaction SMILES: [C:1]([CH3:2])(=[O:3])[O:4][CH2:5][C:6](=[O:7])[N:8]([CH:9]1[CH2:10][CH:11]([CH3:19])[NH:12][c:13]2[cH:14][cH:15][cH:16][cH:17][c:18]21)[c:20]1[cH:21][cH:22][c:23]([Cl:26])[cH:24][cH:25]1.[CH2:55]([Cl:56])[Cl:57].[CH:27]([N:28]([CH:29]([CH3:30])[CH3:31])[CH2:32][CH3:33])([CH3:34])[CH3:35].[Cl:36][C:37](=[O:38])[c:39]1[cH:40][cH:41][c:42]([CH2:45][CH2:46][CH2:47][C:48]([C:49](=[O:50])[O:51][CH3:52])([CH3:53])[CH3:54])[cH:43][cH:44]1>>[C:1]([CH3:2])(=[O:3])[O:4][CH2:5][C:6](=[O:7])[N:8]([CH:9]1[CH2:10][CH:11]([CH3:19])[N:12]([C:37](=[O:38])[c:39]2[cH:40][cH:41][c:42]([CH2:45][CH2:46][CH2:47][C:48]([C:49](=[O:50])[O:51][CH3:52])([CH3:53])[CH3:54])[cH:43][cH:44]2)[c:13]2[cH:14][cH:15][cH:16][cH:17][c:18]21)[c:20]1[cH:21][cH:22][c:23]([Cl:26])[cH:24][cH:25]1.